Dataset: the Open Reaction Database (ORD), a public repository of structured organic reaction records. Task: describe an organic reaction: reactants, conditions, products, and yield Reactants: C(#N)C=1C=CC(=C(C=O)C1)F (5-cyano-2-fluorobenzaldehyde), [BH4-].[Na+] (NaBH4). Solvent: CO (MeOH). Reaction conditions: temperature 0 celsius, time 1 hour. The product is FC1=C(C=C(C#N)C=C1)CO (4-fluoro-3-hydroxymethyl-benzonitrile). The yield is 96.8%. Reaction SMILES: [C:1]([C:3]1[CH:4]=[CH:5][C:6]([F:11])=[C:7]([CH:10]=1)[CH:8]=[O:9])#[N:2].[BH4-].[Na+]>CO>[F:11][C:6]1[CH:5]=[CH:4][C:3]([C:1]#[N:2])=[CH:10][C:7]=1[CH2:8][OH:9] |f:1.2|. Procedure: To a stirred solution of the above aldehyde (5.0 g, 33.5 mmol) in MeOH (330 mL) cooled to 0° C. was added NaBH4 (1.51 g, 40 mmol) and the mixture was stirred at 0° C. for 1 hour. Standard work-up and purification afforded 4-fluoro-3-hydroxymethyl-benzonitrile (4.9 g, 98%) as an off-white solid. 1H NMR (CDCl3) δ 1.95 (br s, 1H), 4.81 (s, 2H), 7.13-7.19 (m, 1H), 7.60-7.62 (m, 1H), 7.83-7.85 (m, 1H).